describe an organic reaction: reactants, conditions, products, and yield From a dataset of the Open Reaction Database (ORD), a public repository of structured organic reaction records. The reactants are NC1=NC(=C(N=C1C(C)O)Cl)Cl (2-Amino-5,6-dichloro-3-(1-hydroxyethyl)pyrazine). The reagents and catalysts are [O-2].[O-2].[Mn+4] (manganese dioxide). Solvent: CC(=O)C (acetone). Conditions: time 3 day. Product: C(C)(=O)C=1C(=NC(=C(N1)Cl)Cl)N (3-Acetyl-2-amino-5,6-dichloropyrazine). Reaction SMILES: [NH2:1][C:2]1[C:7]([CH:8]([OH:10])[CH3:9])=[N:6][C:5]([Cl:11])=[C:4]([Cl:12])[N:3]=1>CC(C)=O.[O-2].[O-2].[Mn+4]>[C:8]([C:7]1[C:2]([NH2:1])=[N:3][C:4]([Cl:12])=[C:5]([Cl:11])[N:6]=1)(=[O:10])[CH3:9] |f:2.3.4|. Procedure: In 6 ml of acetone there was dissolved 90 mg of 2-amino-5,6-dichloro-3-(1-hydroxyethyl)pyrazine prepared in Step A above, after which there was added 360 mg of manganese dioxide, and the reaction mixture was stirred for 3 days at room temperature. The manganese dioxide was filtered off, and the precipitate washed three times with acetone, and then filtered. The filtrate was concentrated under vacuum and passed through a silica gel column, then eluted first with hexane, followed by 10% dichlorome... Starting materials: C[Si](C)(C)[N-][Si](C)(C)C.[Na+] (sodium bis(trimethylsilyl)amide), C(C)(=O)OC(C)C (Isopropyl acetate), [OH-].[Na+] (sodium hydroxide), C1[C@H](C2=CC=CC=C2)O1 ((S)-styrene oxide), C1[C@H](C2=CC=CC=C2)O1 ((S)-styrene oxide), NC1=CC=C(C=C1)CCN (2-(4-aminophenyl)ethylamine), C[Si](C)(C)[N-][Si](C)(C)C.[Na+] (sodium bis(trimethylsilyl)amide), Cl (hydrochloric acid). Run in O1CCCC1 (tetrahydrofuran), CN1C(N(CCC1)C)=O (1,3-dimethyl-3,4,5,6-tetrahydro-2(1H)pyrimidinone). Conditions: temperature -10 celsius, time 30 minute. Product: NCCC1=CC=C(C=C1)NC[C@@H](O)C1=CC=CC=C1 ((S)-2-[4-(2-aminoethyl)phenylamino]-1-phenylethanol). The yield is 40.1%. RXN SMILES: [NH2:1][C:2]1[CH:7]=[CH:6][C:5]([CH2:8][CH2:9][NH2:10])=[CH:4][CH:3]=1.C[Si]([N-][Si](C)(C)C)(C)C.[Na+].[CH2:21]1[O:29][C@H:22]1[C:23]1[CH:28]=[CH:27][CH:26]=[CH:25][CH:24]=1.Cl.C(OC(C)C)(=O)C.[OH-].[Na+]>O1CCCC1.CN1CCCN(C)C1=O>[NH2:10][CH2:9][CH2:8][C:5]1[CH:6]=[CH:7][C:2]([NH:1][CH2:21][C@H:22]([C:23]2[CH:28]=[CH:27][CH:26]=[CH:25][CH:24]=2)[OH:29])=[CH:3][CH:4]=1 |f:1.2,6.7|. Reported procedure: To a 1000 mL 3-neck flask was added 20 g (147 mmol) of 2-(4-aminophenyl)ethylamine and 30 mL of 1,3-dimethyl-3,4,5,6-tetrahydro-2(1H)pyrimidinone (DMPU). The reaction flask was fitted with an overhead stirrer and a thermometer. The reaction flask was purged with nitrogen and placed in a cold water bath. The reaction mixture was charged with 165 mL (165 mmol) of 1.0 M sodium bis(trimethylsilyl)amide in tetrahydrofuran (the temperature remained below 30° C.). The sodium bis(trimethylsilyl)amide so... Reactants: NC1=C(C(=NN1)NCC1=CC=C(C=C1)OC)C#N (5-amino-4-cyano-3-(4-methoxy-benzylamino)-pyrazole), C(C)OC(N(C)C)OCC (N,N-dimethylformamide diethyl acetal). Run in C1(=CC=CC=C1)C (toluene). Run at temperature 5 celsius. Yields the product C(#N)C=1C(=NNC1N=CN(C)C)NCC1=CC=C(C=C1)OC (4-Cyano-5-(dimethylamino-methyleneamino)-3-(4-methoxy-benzylamino)-pyrazole). RXN SMILES: [NH2:1][C:2]1[NH:6][N:5]=[C:4]([NH:7][CH2:8][C:9]2[CH:14]=[CH:13][C:12]([O:15][CH3:16])=[CH:11][CH:10]=2)[C:3]=1[C:17]#[N:18].C(O[CH:22](OCC)[N:23]([CH3:25])[CH3:24])C>C1(C)C=CC=CC=1>[C:17]([C:3]1[C:4]([NH:7][CH2:8][C:9]2[CH:14]=[CH:13][C:12]([O:15][CH3:16])=[CH:11][CH:10]=2)=[N:5][NH:6][C:2]=1[N:1]=[CH:22][N:23]([CH3:25])[CH3:24])#[N:18]. Procedure: A mixture of 6.08 g (25 mmol) of 5-amino-4-cyano-3-(4-methoxy-benzylamino)-pyrazole, 5.14 ml (30 mmol) of N,N-dimethylformamide diethyl acetal and 90 ml of toluene is heated under reflux for 3 hours. The reaction mixture is then cooled to approx. 5° C. and filtered and the filter residue is washed with toluene, yielding the title compound; m.p. 147-148° C.